describe an organic reaction: reactants, conditions, products, and yield From a dataset of the Open Reaction Database (ORD), a public repository of structured organic reaction records. The reactants are CCCCc1nc(Cl)c(CO)n1Cc1ccc(-c2ccccc2C(=O)O)cc1, CO, CCOC(C)=O, [Cl-], [Na+], [OH-], O=C(N(c1ccccc1)c1ccccc1)[n+]1ccccc1. Product: CCCCc1nc(Cl)c(CO)n1Cc1ccc(-c2ccccc2C(=O)OC(=O)N(c2ccccc2)c2ccccc2)cc1. As a reaction SMILES: [CH2:1]([CH2:2][CH2:3][CH3:4])[c:5]1[n:6]([CH2:13][c:14]2[cH:15][cH:16][c:17](-[c:20]3[c:21]([C:26](=[O:27])[OH:28])[cH:22][cH:23][cH:24][cH:25]3)[cH:18][cH:19]2)[c:7]([CH2:11][OH:12])[c:8]([Cl:10])[n:9]1.[CH3:53][OH:54].[CH3:55][CH2:56][O:57][C:58](=[O:59])[CH3:60].[Cl-:31].[Na+:30].[OH-:29].[c:32]1([N:38]([C:39](=[O:40])[n+:41]2[cH:42][cH:43][cH:44][cH:45][cH:46]2)[c:47]2[cH:48][cH:49][cH:50][cH:51][cH:52]2)[cH:33][cH:34][cH:35][cH:36][cH:37]1>>[CH2:1]([CH2:2][CH2:3][CH3:4])[c:5]1[n:6]([CH2:13][c:14]2[cH:15][cH:16][c:17](-[c:20]3[c:21]([C:26](=[O:27])[O:28][C:39]([N:38]([c:32]4[cH:33][cH:34][cH:35][cH:36][cH:37]4)[c:47]4[cH:48][cH:49][cH:50][cH:51][cH:52]4)=[O:40])[cH:22][cH:23][cH:24][cH:25]3)[cH:18][cH:19]2)[c:7]([CH2:11][OH:12])[c:8]([Cl:10])[n:9]1. The reactants are CC1=C(C(CCC1)(C)C)/C=C/C(=C/C=C/C(=C/C=C/C=C(\C)/C=C/C=C(\C)/C=C/C2=C(C(=O)CCC2(C)C)C)/C)/C (echinenone), Cl(=O)(=O)[O-].[Na+] (sodium chlorate). The reagents and catalysts are II (iodine). The solvent is C(Cl)(Cl)Cl (chloroform), O (water), C(Cl)(Cl)Cl (chloroform). Run at temperature -20 celsius, time 24 hour. Yields the product CC1=C(C(CCC1=O)(C)C)/C=C/C(=C/C=C/C(=C/C=C/C=C(/C=C/C=C(/C=C/C2=C(C(=O)CCC2(C)C)C)\C)\C)/C)/C (canthaxanthin). Isolated yield 65.3%. As a reaction SMILES: [CH3:1][C:2]1[CH2:7][CH2:6][CH2:5][C:4]([CH3:9])([CH3:8])[C:3]=1/[CH:10]=[CH:11]/[C:12](/[CH3:41])=[CH:13]/[CH:14]=[CH:15]/[C:16](/[CH3:40])=[CH:17]/[CH:18]=[CH:19]/[CH:20]=[C:21](/[CH:23]=[CH:24]/[CH:25]=[C:26](/[CH:28]=[CH:29]/[C:30]1[C:36]([CH3:38])([CH3:37])[CH2:35][CH2:34][C:32](=[O:33])[C:31]=1[CH3:39])\[CH3:27])\[CH3:22].Cl([O-])(=O)=[O:43].[Na+]>C(Cl)(Cl)Cl.O.II>[CH3:39][C:31]1[C:32](=[O:33])[CH2:34][CH2:35][C:36]([CH3:38])([CH3:37])[C:30]=1/[CH:29]=[CH:28]/[C:26](/[CH3:27])=[CH:25]/[CH:24]=[CH:23]/[C:21](/[CH3:22])=[CH:20]/[CH:19]=[CH:18]/[CH:17]=[C:16](\[CH3:40])/[CH:15]=[CH:14]/[CH:13]=[C:12](\[CH3:41])/[CH:11]=[CH:10]/[C:3]1[C:4]([CH3:8])([CH3:9])[CH2:5][CH2:6][C:7](=[O:43])[C:2]=1[CH3:1] |f:1.2|. Procedure: 100 mg of echinenone are dissolved in 10 ml of chloroform under a nitrogen atmosphere and are oxidized with 100 mg of sodium chlorate in 1 ml of water after having added 2 mg of iodine dissolved in 1 ml of chloroform. After stirring for 24 hours at -20° C., 67 mg of canthaxanthin having an all-trans content of 81% are obtained. Reactants: CC(=O)c1ccccc1, O=Cc1ccccc1, [Na+], [OH-]. Yields the product O=C(C=Cc1ccccc1)c1ccccc1. As a reaction SMILES: [CH3:9][C:10](=[O:11])[c:12]1[cH:13][cH:14][cH:15][cH:16][cH:17]1.[CH:1](=[O:2])[c:3]1[cH:4][cH:5][cH:6][cH:7][cH:8]1.[Na+:19].[OH-:18]>>[C:1](=[O:2])([c:3]1[cH:4][cH:5][cH:6][cH:7][cH:8]1)[CH:9]=[CH:10][c:12]1[cH:13][cH:14][cH:15][cH:16][cH:17]1. The reactants are C1(=CC=CC=C1)[C@H](CC(=O)O)CC (3[S]-Phenylvaleric acid), C(C(=O)Cl)(=O)Cl (oxalyl chloride). Run in C(Cl)Cl (methylene chloride). Reaction conditions: time 8 hour. Yields the product C(C)[C@H](C1=CC=CC=C1)C1=C(C2=C(OC1=O)CCCCCC2)O (3-(α[R]-Ethylbenzyl)-4-hydroxy-5,6,7,8,9,10-hexahydrocycloocta[b]pyran-2-one). Reaction SMILES: [C:1]1([C@@H:7]([CH2:12][CH3:13])[CH2:8][C:9]([OH:11])=[O:10])[CH:6]=[CH:5][CH:4]=[CH:3][CH:2]=1.[C:14](Cl)(=[O:18])[C:15](Cl)=O>C(Cl)Cl>[CH2:12]([C@@H:7]([C:8]1[C:9](=[O:11])[O:10][C:8]2[CH2:7][CH2:1][CH2:2][CH2:3][CH2:4][CH2:5][C:15]=2[C:14]=1[OH:18])[C:1]1[CH:6]=[CH:5][CH:4]=[CH:3][CH:2]=1)[CH3:13]. Procedure: 3[S]-Phenylvaleric acid of formula WW-3 (400 mg) is added to methylene chloride (5 mL) followed by oxalyl chloride (0.21 mL). That mixture is heated at reflux for 3 hours. The methylene chloride is removed and 1,3,5-trimethylbenzene (10 mL) is added. The solution of the acid chloride is then heated to reflux temperatures and WW-2 (same as VV-2) (210 mg) and triethylamine (210 mg) (both in 1.5 mL of 1,3,5-trimethylbenzene) are added dropwise. After complete addition the reaction is heated for an ... Reactants: FC1=CC=C(C=N1)OC[C@H]1N(CC1)C(=O)OCC1=CC=CC=C1 (6-fluoro-3-(1-Cbz-2-(S)-azetidinylmethoxy)pyridine), CI NH3, CC=1C=CC(=CC1)S(=O)(=O)O (TsOH). Run in CO (MeOH). The product is S(=O)(=O)(O)C1=CC=C(C)C=C1.FC1=CC=C(C=N1)OC[C@H]1N(CC1)C (6-Fluoro-3-(1-methyl-2-(S)-azetidinylmethoxy)pyridine tosylate). Reaction SMILES: [F:1][C:2]1[N:7]=[CH:6][C:5]([O:8][CH2:9][C@@H:10]2[CH2:13][CH2:12][N:11]2[C:14](OCC2C=CC=CC=2)=O)=[CH:4][CH:3]=1.[CH3:24][C:25]1[CH:26]=[CH:27][C:28]([S:31]([OH:34])(=[O:33])=[O:32])=[CH:29][CH:30]=1>CO>[S:31]([C:28]1[CH:29]=[CH:30][C:25]([CH3:24])=[CH:26][CH:27]=1)([OH:34])(=[O:33])=[O:32].[F:1][C:2]1[N:7]=[CH:6][C:5]([O:8][CH2:9][C@@H:10]2[CH2:13][CH2:12][N:11]2[CH3:14])=[CH:4][CH:3]=1 |f:3.4|. Procedure details: The title compound was prepared by the procedure of example 98c, except substituting 6-fluoro-3-(1-Cbz-2-(S)-azetidinylmethoxy)pyridine for the R enantiomer thereof. The product was obtained as a white solid: mp 124-126° C.; [α]D =+15.93 (c 0.5, MeOH); 1H NMR (300 MHz, D2O) δ 7.92 (s, 1H), 7.68 (m, 3H), 7.38 (d, 2H, J=8.0 Hz), 7.11 (dd, 1H, J=2.5,8.5 Hz), 4.8 (br s, 1H), 4.45 (m, 2H), 4.27 (br s, 1H), 4.02 (br s, 1H), 2.99 (s, 3H), 2.68 (m, 2H), 2.40 (s, 3H); MS (CI/NH3); m/z 197 (M+H)+. Anal. C... Reactants: [BH4-], COC(=O)c1cc(-c2nc(COc3ccc(C=O)cc3OC)c(C)o2)ccc1C, [Na+], C1CCOC1, O. The product is COC(=O)c1cc(-c2nc(COc3ccc(CO)cc3OC)c(C)o2)ccc1C. As a reaction SMILES: [BH4-:30].[CH:1](=[O:2])[c:3]1[cH:4][c:5]([O:28][CH3:29])[c:6]([O:7][CH2:8][c:9]2[n:10][c:11](-[c:15]3[cH:16][cH:17][c:18]([CH3:25])[c:19]([C:20](=[O:21])[O:22][CH3:23])[cH:24]3)[o:12][c:13]2[CH3:14])[cH:26][cH:27]1.[Na+:31].[O:33]1[CH2:34][CH2:35][CH2:36][CH2:37]1.[OH2:32]>>[CH2:1]([OH:2])[c:3]1[cH:4][c:5]([O:28][CH3:29])[c:6]([O:7][CH2:8][c:9]2[n:10][c:11](-[c:15]3[cH:16][cH:17][c:18]([CH3:25])[c:19]([C:20](=[O:21])[O:22][CH3:23])[cH:24]3)[o:12][c:13]2[CH3:14])[cH:26][cH:27]1.